From a dataset of the Open Reaction Database (ORD), a public repository of structured organic reaction records. describe an organic reaction: reactants, conditions, products, and yield Starting materials: [Cl-].[Al+3].[Cl-].[Cl-] (Aluminium chloride), C(CC)C1=C(C=CC=C1)OC (o-propylanisole), C1(CCCC(=O)O1)=O (glutaric anhydride), ClCC(Cl)(Cl)Cl (tetrachloroethane), Cl (hydrochloric acid). Solvent: [N+](=O)([O-])C1=CC=CC=C1 (nitrobenzene). Reaction conditions: time 2 day. Product: O=C(CCCC(=O)O)C1=CC(=C(C=C1)OC)CCC (5-oxo-5-(4-methoxy-3-propylphenyl)pentanoic acid). Yield: 66.3%. As a reaction SMILES: [Cl-].[Al+3].[Cl-].[Cl-].[CH2:5]([C:8]1[CH:13]=[CH:12][CH:11]=[CH:10][C:9]=1[O:14][CH3:15])[CH2:6][CH3:7].[C:16]1(=[O:23])[O:22][C:20](=[O:21])[CH2:19][CH2:18][CH2:17]1.ClCC(Cl)(Cl)Cl.Cl>[N+](C1C=CC=CC=1)([O-])=O>[O:23]=[C:16]([C:12]1[CH:11]=[CH:10][C:9]([O:14][CH3:15])=[C:8]([CH2:5][CH2:6][CH3:7])[CH:13]=1)[CH2:17][CH2:18][CH2:19][C:20]([OH:22])=[O:21] |f:0.1.2.3|. Procedure details: Aluminium chloride (112 g) was slowly added over one hour to a stirred mixture of o-propylanisole (60 g), glutaric anhydride (50.5 g), tetrachloroethane (880 ml) and nitrobenzene (200 ml) maintained between 3°-4°. The mixture was stirred for two days and then poured into dilute hydrochloric acid. The organic phase was steam distilled, and the residue remaining was extracted with ether, which was then extracted with sodium bicarbonate solution. Acidification and crystallisation from ethylacetate-... Reactants: CO, [Na+], [OH-], CCOC(=O)C(Cc1ccc(OCCNC(=O)c2ccc(-c3ccccc3)cc2)cc1)n1cccc1. Product: O=C(NCCOc1ccc(CC(C(=O)O)n2cccc2)cc1)c1ccc(-c2ccccc2)cc1. As a reaction SMILES: [CH3:39][OH:40].[Na+:38].[OH-:37].[c:1]1(-[c:7]2[cH:8][cH:9][c:10]([C:11](=[O:12])[NH:13][CH2:14][CH2:15][O:16][c:17]3[cH:18][cH:19][c:20]([CH2:23][CH:24]([C:25](=[O:26])[O:27][CH2:28][CH3:29])[n:30]4[cH:31][cH:32][cH:33][cH:34]4)[cH:21][cH:22]3)[cH:35][cH:36]2)[cH:2][cH:3][cH:4][cH:5][cH:6]1>>[c:1]1(-[c:7]2[cH:8][cH:9][c:10]([C:11](=[O:12])[NH:13][CH2:14][CH2:15][O:16][c:17]3[cH:18][cH:19][c:20]([CH2:23][CH:24]([C:25](=[O:26])[OH:27])[n:30]4[cH:31][cH:32][cH:33][cH:34]4)[cH:21][cH:22]3)[cH:35][cH:36]2)[cH:2][cH:3][cH:4][cH:5][cH:6]1. Starting materials: CCN(CC)C(=O)C(Cc1ccc([N+](=O)[O-])cc1)C(=O)NS(=O)(=O)c1ccc2ccccc2c1, C1COCCN1. Product: O=C(NS(=O)(=O)c1ccc2ccccc2c1)C(Cc1ccc([N+](=O)[O-])cc1)C(=O)N1CCOCC1. Reaction SMILES: [CH2:1]([CH3:2])[N:3]([C:4]([CH:5]([C:6](=[O:7])[NH:8][S:9](=[O:10])(=[O:11])[c:12]1[cH:13][c:14]2[cH:15][cH:16][cH:17][cH:18][c:19]2[cH:20][cH:21]1)[CH2:22][c:23]1[cH:24][cH:25][c:26]([N+:29](=[O:30])[O-:31])[cH:27][cH:28]1)=[O:32])[CH2:33][CH3:34].[CH2:35]1[NH:36][CH2:38][CH2:39][O:37][CH2:40]1>>[CH2:1]1[CH2:2][O:37][CH2:34][CH2:33][N:3]1[C:4]([CH:5]([C:6](=[O:7])[NH:8][S:9](=[O:10])(=[O:11])[c:12]1[cH:13][c:14]2[cH:15][cH:16][cH:17][cH:18][c:19]2[cH:20][cH:21]1)[CH2:22][c:23]1[cH:24][cH:25][c:26]([N+:29](=[O:30])[O-:31])[cH:27][cH:28]1)=[O:32]. Reactants: [BH3-]C#N, CC1CN(Cc2ccc(-c3cccnc3N3CCC(=O)CC3)nc2)CC(C)N1, CC(=O)O, CO, Nc1ccc(F)cc1, [Na+]. Product: CC1CN(Cc2ccc(-c3cccnc3N3CCC(Nc4ccc(F)cc4)CC3)nc2)CC(C)N1. As a reaction SMILES: [C:41]([BH3-:42])#[N:43].[CH3:1][CH:2]1[CH2:3][N:4]([CH2:9][c:10]2[cH:11][cH:12][c:13](-[c:16]3[c:17]([N:22]4[CH2:23][CH2:24][C:25](=[O:28])[CH2:26][CH2:27]4)[n:18][cH:19][cH:20][cH:21]3)[n:14][cH:15]2)[CH2:5][CH:6]([CH3:8])[NH:7]1.[CH3:37][C:38](=[O:39])[OH:40].[CH3:45][OH:46].[NH2:29][c:30]1[cH:31][cH:32][c:33]([F:34])[cH:35][cH:36]1.[Na+:44]>>[CH3:1][CH:2]1[CH2:3][N:4]([CH2:9][c:10]2[cH:11][cH:12][c:13](-[c:16]3[c:17]([N:22]4[CH2:23][CH2:24][CH:25]([NH:29][c:30]5[cH:31][cH:32][c:33]([F:34])[cH:35][cH:36]5)[CH2:26][CH2:27]4)[n:18][cH:19][cH:20][cH:21]3)[n:14][cH:15]2)[CH2:5][CH:6]([CH3:8])[NH:7]1. The reactants are ClC(=O)OC (methyl chloroformate), Cl.C(C)NC(NC1=CC=C(C=C1)C=1N=C(C2=C(N1)CN(C2)C(=O)OC)N2[C@H](COCC2)C)=O ((S)-methyl 2-(4-(3-ethylureido)phenyl)-4-(3-methylmorpholino)-5H-pyrrolo[3,4-d]pyrimidine-6(7H)-carboxylate hydrochloride), hydrochloride salt, CCN(C(C)C)C(C)C (DIPEA). The solvent is O1CCOCC1 (dioxane). Run at time 8 hour. Yields the product C(C)NC(NC1=CC=C(C=C1)C=1N=C(C2=C(N1)CN(C2)C(=O)OC)N2[C@H](COCC2)C)=O ((S)-methyl 2-(4-(3-ethylureido)phenyl)-4-(3-methylmorpholino)-5H-pyrrolo[3,4-d]pyrimidine-6(7H)-carboxylate). The yield is 6.0%. As a reaction SMILES: Cl.[CH2:2]([NH:4][C:5](=[O:33])[NH:6][C:7]1[CH:12]=[CH:11][C:10]([C:13]2[N:14]=[C:15]([N:26]3[CH2:31][CH2:30][O:29][CH2:28][C@@H:27]3[CH3:32])[C:16]3[CH2:21][N:20]([C:22]([O:24][CH3:25])=[O:23])[CH2:19][C:17]=3[N:18]=2)=[CH:9][CH:8]=1)[CH3:3].CCN(C(C)C)C(C)C.ClC(OC)=O>O1CCOCC1>[CH2:2]([NH:4][C:5](=[O:33])[NH:6][C:7]1[CH:8]=[CH:9][C:10]([C:13]2[N:14]=[C:15]([N:26]3[CH2:31][CH2:30][O:29][CH2:28][C@@H:27]3[CH3:32])[C:16]3[CH2:21][N:20]([C:22]([O:24][CH3:25])=[O:23])[CH2:19][C:17]=3[N:18]=2)=[CH:11][CH:12]=1)[CH3:3] |f:0.1|. Procedure details: To a solution of (S)-methyl 2-(4-(3-ethylureido)phenyl)-4-(3-methylmorpholino)-5H-pyrrolo[3,4-d]pyrimidine-6(7H)-carboxylate hydrochloride (example 7 as a hydrochloride salt) (88 mg, 0.21 mmol) in dioxane (5 mL) at room temperature (20° C.) was added DIPEA (19 uL, 0.1 mmol) followed by methyl chloroformate (18 uL, 0.23 mmol). The reaction mixture was stirred overnight. The solvent was removed in vacuo and the residue purified by prep HPLC (low pH) to afford a brown solid (6 mg, 6%). Starting materials: C1(=CC=CC=C1)S(=O)(=O)NC1=C(C2=C(S1)CCCC2)C(=O)OCC (ethyl 2-benzenesulphonylamino-4,5,6,7-tetrahydro-benzo[b]thiophene-3-carboxylate), NC1=C(C2=C(S1)CC(CC2)(C)C)C(=O)OCC (ethyl 2-amino-6,6-dimethyl-4,5,6,7-tetrahydrobenzo[b]thiophene-3-carboxylate), C1(=CC=CC=C1)S(=O)(=O)Cl (benzenesulphonyl chloride). The product is CC1(CCC2=C(SC(=C2C(=O)OCC)NS(=O)(=O)C2=CC=CC=C2)C1)C (Ethyl 6,6-dimethyl-2-benzenesulphonylamino-4,5,6,7-tetrahydrobenzo[b]thiophene-3-carboxylate). RXN SMILES: [C:1]1([S:7](NC2SC3CCCCC=3C=2C(OCC)=O)(=[O:9])=[O:8])[CH:6]=[CH:5][CH:4]=[CH:3][CH:2]=1.[NH2:25][C:26]1[S:30][C:29]2[CH2:31][C:32]([CH3:36])([CH3:35])[CH2:33][CH2:34][C:28]=2[C:27]=1[C:37]([O:39][CH2:40][CH3:41])=[O:38].C1(S(Cl)(=O)=O)C=CC=CC=1>>[CH3:35][C:32]1([CH3:36])[CH2:31][C:29]2[S:30][C:26]([NH:25][S:7]([C:1]3[CH:6]=[CH:5][CH:4]=[CH:3][CH:2]=3)(=[O:9])=[O:8])=[C:27]([C:37]([O:39][CH2:40][CH3:41])=[O:38])[C:28]=2[CH2:34][CH2:33]1. Reported procedure: Prepared by proceeding in a similar manner to Intermediate 1, starting from ethyl 2-amino-6,6-dimethyl-4,5,6,7-tetrahydrobenzo[b]thiophene-3-carboxylate (prepared according to. Pinkerton et al., Bioorg. Med. Chem. Lett., 2007, 17, 3562-3569) and benzenesulphonyl chloride. The reactants are N#N (N2), ClC=1C=C(C=CC1OCC1=CC(=CC=C1)F)NC=1C2=C(N=CN1)SC1=C2C=CC(=C1)/C=C/C(=O)O ((2E)-3-[4-({3-chloro-4-[(3-fluorobenzyl)oxy]phenyl}amino)[1]benzothieno[2,3-d]pyrimidin-7-yl]acrylic acid). The solvent is C1CCOC1 (THF). Run at time 16 hour. Product: ClC=1C=C(C=CC1OCC1=CC(=CC=C1)F)NC=1C2=C(N=CN1)SC1=C2C=CC(=C1)CCC(=O)O (3-[4-({3-chloro-4-[(3-fluorobenzyl)oxy]phenyl}amino)[1]benzothieno[2,3-d]pyrimidin-7-yl]propanoic acid). Yield: 73.8%. Reaction SMILES: N#N.[Cl:3][C:4]1[CH:5]=[C:6]([NH:19][C:20]2[C:21]3[C:28]4[CH:29]=[CH:30][C:31](/[CH:33]=[CH:34]/[C:35]([OH:37])=[O:36])=[CH:32][C:27]=4[S:26][C:22]=3[N:23]=[CH:24][N:25]=2)[CH:7]=[CH:8][C:9]=1[O:10][CH2:11][C:12]1[CH:17]=[CH:16][CH:15]=[C:14]([F:18])[CH:13]=1>C1COCC1>[Cl:3][C:4]1[CH:5]=[C:6]([NH:19][C:20]2[C:21]3[C:28]4[CH:29]=[CH:30][C:31]([CH2:33][CH2:34][C:35]([OH:37])=[O:36])=[CH:32][C:27]=4[S:26][C:22]=3[N:23]=[CH:24][N:25]=2)[CH:7]=[CH:8][C:9]=1[O:10][CH2:11][C:12]1[CH:17]=[CH:16][CH:15]=[C:14]([F:18])[CH:13]=1. Procedure: Under a blanket of N2 10% Pd—C (4 mg)) was added to a flask which was flushed with N2 and the catalyst was wet with THF. A solution of (2E)-3-[4-({3-chloro-4-[(3-fluorobenzyl)oxy]phenyl}amino)[1]benzothieno[2,3-d]pyrimidin-7-yl]acrylic acid (40 mg, 0.08 mmol) in THF (2 mL) was also added to the above flask. The flask was vacuumed and H2 was introduced into it. The reaction mixture was stirred under H2 at rt for 16 h. The Pd—C was carefully filtered and the filtrate was concentrated to yield a wh...